This data is from the Open Reaction Database (ORD), a public repository of structured organic reaction records. The task is: describe an organic reaction: reactants, conditions, products, and yield Starting materials: [Cl-].[NH4+] (ammonium chloride), C1(CCCCC1)C(C1=C(C=2C(=CN=CC2)S1)C)NC1=CC=C(C(=O)O)C=C1 (4-{[cyclohexyl(3-methylthieno[2,3-c]pyridin-2-yl)methyl]amino}benzoic acid), Cl.C(C)N=C=NCCCN(C)C (1-ethyl-3-(3-dimethylaminopropyl)carbodiimide hydrochloride), Cl.C(C)OC(CCN)=O (β-alanine ethyl ester hydrochloride), O.ON1N=NC2=C1C=CC=C2 (1-hydroxybenzotriazole monohydrate). The solvent is C(C)N(CC)CC (triethylamine), CN(C=O)C (N,N-dimethylformamide). Reaction conditions: time 8 hour. Yields the product C1(CCCCC1)C(C1=C(C=2C(=CN=CC2)S1)C)NC1=CC=C(C=C1)C(=O)NCCC(=O)OCC (ethyl 3-{[(4-{[cyclohexyl(3-methylthieno[2,3-c]pyridin-2-yl)methyl]amino}phenyl)carbonyl]amino}propanoate). The yield is 82.5%. RXN SMILES: [CH:1]1([CH:7]([NH:18][C:19]2[CH:27]=[CH:26][C:22]([C:23]([OH:25])=O)=[CH:21][CH:20]=2)[C:8]2[S:16][C:11]3=[CH:12][N:13]=[CH:14][CH:15]=[C:10]3[C:9]=2[CH3:17])[CH2:6][CH2:5][CH2:4][CH2:3][CH2:2]1.Cl.[CH2:29]([O:31][C:32](=[O:36])[CH2:33][CH2:34][NH2:35])[CH3:30].O.ON1C2C=CC=CC=2N=N1.Cl.C(N=C=NCCCN(C)C)C.[Cl-].[NH4+]>CN(C)C=O.C(N(CC)CC)C>[CH:1]1([CH:7]([NH:18][C:19]2[CH:20]=[CH:21][C:22]([C:23]([NH:35][CH2:34][CH2:33][C:32]([O:31][CH2:29][CH3:30])=[O:36])=[O:25])=[CH:26][CH:27]=2)[C:8]2[S:16][C:11]3=[CH:12][N:13]=[CH:14][CH:15]=[C:10]3[C:9]=2[CH3:17])[CH2:6][CH2:5][CH2:4][CH2:3][CH2:2]1 |f:1.2,3.4,5.6,7.8|. Procedure: To a mixture of 4-{[cyclohexyl(3-methylthieno[2,3-c]pyridin-2-yl)methyl]amino}benzoic acid (201 mg) synthesized in Example A136(4), β-alanine ethyl ester hydrochloride (122 mg), 1-hydroxybenzotriazole monohydrate (121 mg), triethylamine (220 μL) and N,N-dimethylformamide (10 mL) was added 1-ethyl-3-(3-dimethylaminopropyl)carbodiimide hydrochloride (152 mg), and the mixture was stirred overnight at room temperature. Saturated aqueous ammonium chloride solution was added to quench the reaction, an... Starting materials: OO (hydrogen peroxide), C(=O)O (formic acid), C(CCCCCCC\C=C/CCCCCCCC)(=O)O (oleic acid). Product: C(=O)OO (peroxyformic acid), C(CCCCCCC\C=C/CCCCCCCC)(=O)O (Oleic acid), OC(=O)OC(C(=O)O)CCCCCCCCCCCCCCCC (monohydroxy formoxy stearic acid). RXN SMILES: [C:1]([OH:20])(=[O:19])[CH2:2][CH2:3][CH2:4][CH2:5][CH2:6][CH2:7][CH2:8]/[CH:9]=[CH:10]\[CH2:11][CH2:12][CH2:13][CH2:14][CH2:15][CH2:16][CH2:17][CH3:18].[OH:21]O.[CH:23]([OH:25])=[O:24]>>[CH:1]([O:20][OH:24])=[O:19].[C:1]([OH:20])(=[O:19])[CH2:2][CH2:3][CH2:4][CH2:5][CH2:6][CH2:7][CH2:8]/[CH:9]=[CH:10]\[CH2:11][CH2:12][CH2:13][CH2:14][CH2:15][CH2:16][CH2:17][CH3:18].[OH:24][C:23]([O:21][CH:2]([CH2:3][CH2:4][CH2:5][CH2:6][CH2:7][CH2:8][CH2:9][CH2:10][CH2:11][CH2:12][CH2:13][CH2:14][CH2:15][CH2:16][CH2:17][CH3:18])[C:1]([OH:20])=[O:19])=[O:25]. Procedure: The reaction was carried out in the manner of Example 1, Step 1 with the exception that 10 g of laboratory grade oleic acid were used as the substrate. The reactant peroxyformic acid was prepared in situ by mixing 30 mL of formic acid with 20 mL of 30% by weight hydrogen peroxide solution. Oleic acid as a substrate produced monohydroxy formoxy stearic acid only. The product was a white, hard substance. Gas chromatographic analysis showed the absence of starting material (oleic acid) . Starting materials: FC(C(=O)O)(F)F (trifluoroacetic acid), C(C1=CC=CC=C1)N1C[C@@H](NCC1)CCO ((S)-2-(4-benzylpiperazin-2-yl)ethanol), BrC1=C(C=CC=C1)F (1-bromo-2-fluorobenzene), BrC1=C(C=C(C=C1)C)F (1-bromo-2-fluoro-4-methylbenzene). Yields the product C1CNC[C@H]2CCOC3=C(N21)C=CC=C3 ((4aR)-2,3,4,4a,5,6-hexahydro-1H-pyrazino[2,1-d][1,5]benzoxazepine). RXN SMILES: FC(F)(F)C(O)=O.Br[C:9]1[CH:14]=[CH:13][CH:12]=[CH:11][C:10]=1F.BrC1C=CC(C)=CC=1F.C([N:32]1[CH2:37][CH2:36][NH:35][C@@H:34]([CH2:38][CH2:39][OH:40])[CH2:33]1)C1C=CC=CC=1>>[CH2:36]1[N:35]2[C@H:34]([CH2:38][CH2:39][O:40][C:9]3[CH:14]=[CH:13][CH:12]=[CH:11][C:10]=32)[CH2:33][NH:32][CH2:37]1. Procedure details: The title compound was prepared as the trifluoroacetic acid salt according to the procedure outlined in Example 133 substituting 1-bromo-2-fluorobenzene for 1-bromo-2-fluoro-4-methylbenzene and Example 255E for (S)-2-(4-benzylpiperazin-2-yl)ethanol. 1H NMR (300 MHz, DMSO-d6) δ ppm 6.85-7.05 (m, 3H), 6.74-6.85 (m, 1H), 4.29-4.45 (m, 1H), 4.01-4.16 (m, 1H), 3.21-3.48 (m, 4H), 2.89-3.21 (m, 3H), 1.87-2.14 (m, 2H); MS (ESI) m/z 223 (M+H)+. The reactants are ClC1=CC=C(C=C1)NO (p-Chlorophenylhydroxylamine), BrC1=CC=C(C=O)C=C1 (p-bromobenzaldehyde). Solvent: C(C)O (ethanol). Yields the product BrC1=CC=C(C=C1)C=[N+]([O-])C1=CC=C(C=C1)Cl (α-p-bromophenyl-N-p-chlorophenylnitrone). RXN SMILES: [Cl:1][C:2]1[CH:7]=[CH:6][C:5]([NH:8][OH:9])=[CH:4][CH:3]=1.[Br:10][C:11]1[CH:18]=[CH:17][C:14]([CH:15]=O)=[CH:13][CH:12]=1>C(O)C>[Br:10][C:11]1[CH:18]=[CH:17][C:14]([CH:15]=[N+:8]([C:5]2[CH:6]=[CH:7][C:2]([Cl:1])=[CH:3][CH:4]=2)[O-:9])=[CH:13][CH:12]=1. Reported procedure: p-Chlorophenylhydroxylamine (0.05 moles) was dissolved in warm 95% ethanol (20 cc) and was treated with p-bromobenzaldehyde (0.05 moles) with vigorous stirring. The solid which formed was collected, washed with 95% ethanol, and was recrystallized from ethanol to give α-p-bromophenyl-N-p-chlorophenylnitrone. Reactants: [Li]CCCC, C1CCOC1, C=CCOC(=O)N1CC(C(=O)OC)=CCC1C, CCCCCC, CCOC(C)=O, ClCBr, O=P([O-])([O-])[O-]. Product: C=CCOC(=O)N1CC(C(=O)CCl)=CCC1C. RXN SMILES: [CH2:21]([Li:22])[CH2:23][CH2:24][CH3:25].[CH2:37]1[O:38][CH2:39][CH2:40][CH2:41]1.[CH3:1][CH:2]1[CH2:3][CH:4]=[C:5]([C:14]([O:16][CH3:15])=[O:17])[CH2:6][N:7]1[C:8](=[O:9])[O:10][CH2:11][CH:12]=[CH2:13].[CH3:26][CH2:27][CH2:28][CH2:29][CH2:30][CH3:31].[CH3:42][CH2:43][O:44][C:45](=[O:46])[CH3:47].[Cl:18][CH2:19][Br:20].[O-:32][P:33](=[O:34])([O-:35])[O-:36]>>[CH3:1][CH:2]1[CH2:3][CH:4]=[C:5]([C:14](=[O:16])[CH2:19][Cl:18])[CH2:6][N:7]1[C:8](=[O:9])[O:10][CH2:11][CH:12]=[CH2:13]. Starting materials: CNC(=O)C=1C(C(=C(N(C1)C(C)C1=NC=C(C=C1)Br)C)C1=CC(=NC=C1)C(F)(F)F)=O (1-[1-(5-Bromo-pyridin-2-yl)-ethyl]-2-methyl-4-oxo-2′-trifluoromethyl-1,4-dihydro-[3,4′]bipyridinyl-5-carboxylic acid methylamide), C(C)NC(=O)C1=CN(C(=C(C1=O)C1=CC(=CC=C1)C(F)(F)F)C)C(C)C1=NC=C(C=C1)Br (1-[1-(5-Bromo-pyridin-2-yl)-ethyl]-6-methyl-4-oxo-5-(3-trifluoromethyl-phenyl)-1,4-dihydro-pyridine-3-carboxylic acid ethylamide). Product: C(C)NC(=O)C1=CN(C(=C(C1=O)C1=CC(=CC=C1)C(F)(F)F)C)C(C)C1=NC=C(C=C1)C#N (1-[1-(5-Cyano-pyridin-2-yl)-ethyl]-6-methyl-4-oxo-5-(3-trifluoromethyl-phenyl)-1,4-dihydro-pyridine-3-carboxylic acid ethylamide). Reaction SMILES: [CH3:1][NH:2]C(C1C(=O)C(C2C=CN=C(C(F)(F)F)C=2)=C(C)N(C(C2C=CC(Br)=CN=2)C)C=1)=O.[CH2:32]([NH:34][C:35]([C:37]1[C:42](=[O:43])[C:41]([C:44]2[CH:49]=[CH:48][CH:47]=[C:46]([C:50]([F:53])([F:52])[F:51])[CH:45]=2)=[C:40]([CH3:54])[N:39]([CH:55]([C:57]2[CH:62]=[CH:61][C:60](Br)=[CH:59][N:58]=2)[CH3:56])[CH:38]=1)=[O:36])[CH3:33]>>[CH2:32]([NH:34][C:35]([C:37]1[C:42](=[O:43])[C:41]([C:44]2[CH:49]=[CH:48][CH:47]=[C:46]([C:50]([F:53])([F:52])[F:51])[CH:45]=2)=[C:40]([CH3:54])[N:39]([CH:55]([C:57]2[CH:62]=[CH:61][C:60]([C:1]#[N:2])=[CH:59][N:58]=2)[CH3:56])[CH:38]=1)=[O:36])[CH3:33]. Procedure: Example 17 is prepared as described for Example 15, substituting preparation 15b with preparation 17b. ESI mass spectrum: [M+H]+=455; Retention time HPLC: 1.03 min (Z018_S04). Reactants: ClC=1NC2=C(N1)C=C(C(=C2)Cl)C(F)(F)F (2,5-Dichloro-6-(trifluoromethyl)benzoimidazole), Cl.ClC=1C(=NC=CC1)N1CCNCC1 (1-(3-chloropyridin-2-yl)piperazine hydrochloride). The product is ClC1=CC2=C(NC(=N2)N2CCN(CC2)C2=NC=CC=C2Cl)C=C1C(F)(F)F (5-Chloro-2-[4-(3-chloro-pyridin-2-yl)-piperazin-1-yl]-6-trifluoromethyl-1H-benzoimidazole). As a reaction SMILES: Cl[C:2]1[NH:3][C:4]2[CH:10]=[C:9]([Cl:11])[C:8]([C:12]([F:15])([F:14])[F:13])=[CH:7][C:5]=2[N:6]=1.Cl.[Cl:17][C:18]1[C:19]([N:24]2[CH2:29][CH2:28][NH:27][CH2:26][CH2:25]2)=[N:20][CH:21]=[CH:22][CH:23]=1>>[Cl:11][C:9]1[C:8]([C:12]([F:15])([F:14])[F:13])=[CH:7][C:5]2[NH:6][C:2]([N:27]3[CH2:28][CH2:29][N:24]([C:19]4[C:18]([Cl:17])=[CH:23][CH:22]=[CH:21][N:20]=4)[CH2:25][CH2:26]3)=[N:3][C:4]=2[CH:10]=1 |f:1.2|. Procedure details: 2,5-Dichloro-6-(trifluoromethyl)benzoimidazole (255 mg, 1.0 mmol, Example 84c) reacted with 1-(3-chloropyridin-2-yl)piperazine hydrochloride (233 mg, 1.0 mmol, Example 3b) under the conditions of Example 3c to give the title compound as a white solid. M.p. 208.9-211.0° C. MS (ESI, pos. ion) m/z: 416.3, 420.1 (M+1). Reactants: BrC=1C=CC2=C(C3=NC(=CN3CCO2)I)C1 (9-bromo-2-iodo-4,5-dihydro-6-oxa-1,3a-diazabenzo[e]azulene), CC1(OB(OC1(C)C)C=1C(=NNC1)C(F)(F)F)C (4-(4,4,5,5-tetramethyl-[1,3,2]dioxaborolan-2-yl)-3-trifluoromethyl-1H-pyrazole), PdCl2dppf, C(Cl)Cl (DCM), C(=O)([O-])[O-].[Cs+].[Cs+] (Cs2CO3), C(Cl)Cl (DCM), PdCl2dppf, CC1(OB(OC1(C)C)C=1C(=NNC1)C(F)(F)F)C (4-(4,4,5,5-tetramethyl-[1,3,2]dioxaborolan-2-yl)-3-trifluoromethyl-1H-pyrazole). Run in O1CCOCC1 (dioxane), O (H2O). Conditions: temperature 80 celsius. Product: BrC=1C=CC2=C(C3=NC(=CN3CCO2)C=2C(=NNC2)C(F)(F)F)C1 (9-Bromo-2-(3-trifluoromethyl-1H-pyrazol-4-yl)-4,5-dihydro-6-oxa-1,3a-diazabenzo[e]azulene). The yield is 2.6%. As a reaction SMILES: [Br:1][C:2]1[CH:3]=[CH:4][C:5]2[O:14][CH2:13][CH2:12][N:11]3[C:7](=[N:8][C:9](I)=[CH:10]3)[C:6]=2[CH:16]=1.CC1(C)C(C)(C)OB([C:25]2[C:26]([C:30]([F:33])([F:32])[F:31])=[N:27][NH:28][CH:29]=2)O1.C(Cl)Cl.C([O-])([O-])=O.[Cs+].[Cs+]>O1CCOCC1.O>[Br:1][C:2]1[CH:3]=[CH:4][C:5]2[O:14][CH2:13][CH2:12][N:11]3[C:7](=[N:8][C:9]([C:25]4[C:26]([C:30]([F:33])([F:32])[F:31])=[N:27][NH:28][CH:29]=4)=[CH:10]3)[C:6]=2[CH:16]=1 |f:3.4.5|. Procedure details: A mixture of 9-bromo-2-iodo-4,5-dihydro-6-oxa-1,3a-diazabenzo[e]azulene (750 mg, 1.91 mmol), 4-(4,4,5,5-tetramethyl-[1,3,2]dioxaborolan-2-yl)-3-trifluoromethyl-1H-pyrazole (550 mg, 2.10 mmol), PdCl2dppf.DCM (156 mg, 0.19 mmol) and Cs2CO3 (1.55 g, 4.77 mmol) in dioxane (12 mL) and H2O (3 mL) was purged with argon and heated at 80° C. for 18 h. Further 4-(4,4,5,5-tetramethyl-[1,3,2]dioxaborolan-2-yl)-3-trifluoromethyl-1H-pyrazole (225 mg, 1.05 mmol) and PdCl2dppf.DCM (78 mg, 0.09 mmol) were added ... Reactants: CCO, COC(=O)c1cc([N+](=O)[O-])cc(NS(=O)(=O)CCCCl)c1F. Yields the product COC(=O)c1cc([N+](=O)[O-])cc(N2CCCS2(=O)=O)c1F. As a reaction SMILES: [CH3:23][CH2:24][OH:25].[Cl:1][CH2:2][CH2:3][CH2:4][S:5](=[O:6])(=[O:7])[NH:8][c:9]1[c:10]([F:22])[c:11]([C:12](=[O:13])[O:14][CH3:15])[cH:16][c:17]([N+:19](=[O:20])[O-:21])[cH:18]1>>[CH2:2]1[CH2:3][CH2:4][S:5](=[O:6])(=[O:7])[N:8]1[c:9]1[c:10]([F:22])[c:11]([C:12](=[O:13])[O:14][CH3:15])[cH:16][c:17]([N+:19](=[O:20])[O-:21])[cH:18]1. The reactants are COC1=CC=C(CN(C2=NC=C(C=N2)C=2C3=C(N=C(N2)N2CCOCC2)NCC3)CC3=CC=C(C=C3)OC)C=C1 (bis-(4-methoxy-benzyl)-[5-(2-morpholin-4-yl-6,7-dihydro-5H-pyrrolo[2,3-d]pyrimidin-4-yl)-pyrimidin-2-yl]-amine), C(C)(C)(C)OC(=O)N1CCN(CC1)C(CC1=CC=C(C=C1)Br)=O (4-[2-(4-bromo-phenyl)-acetyl]-piperazine-1-carboxylic acid tert-butyl ester). Product: C(C)(C)(C)OC(=O)N1CCN(CC1)C(CC1=CC=C(C=C1)N1CCC2=C1N=C(N=C2C=2C=NC(=NC2)N(CC2=CC=C(C=C2)OC)CC2=CC=C(C=C2)OC)N2CCOCC2)=O (4-{2-[4-(4-{2-[bis-(4-methoxy-benzyl)-amino]-pyrimidin-5-yl}-2-morpholin-4-yl-5,6-dihydro-pyrrolo[2,3-d]pyrimidin-7-yl)-phenyl]-acetyl}-piperazine-1-carboxylic acid tert-butyl ester). RXN SMILES: [CH3:1][O:2][C:3]1[CH:40]=[CH:39][C:6]([CH2:7][N:8]([CH2:30][C:31]2[CH:36]=[CH:35][C:34]([O:37][CH3:38])=[CH:33][CH:32]=2)[C:9]2[N:14]=[CH:13][C:12]([C:15]3[C:16]4[CH2:29][CH2:28][NH:27][C:17]=4[N:18]=[C:19]([N:21]4[CH2:26][CH2:25][O:24][CH2:23][CH2:22]4)[N:20]=3)=[CH:11][N:10]=2)=[CH:5][CH:4]=1.[C:41]([O:45][C:46]([N:48]1[CH2:53][CH2:52][N:51]([C:54](=[O:63])[CH2:55][C:56]2[CH:61]=[CH:60][C:59](Br)=[CH:58][CH:57]=2)[CH2:50][CH2:49]1)=[O:47])([CH3:44])([CH3:43])[CH3:42]>>[C:41]([O:45][C:46]([N:48]1[CH2:53][CH2:52][N:51]([C:54](=[O:63])[CH2:55][C:56]2[CH:57]=[CH:58][C:59]([N:27]3[C:17]4[N:18]=[C:19]([N:21]5[CH2:26][CH2:25][O:24][CH2:23][CH2:22]5)[N:20]=[C:15]([C:12]5[CH:11]=[N:10][C:9]([N:8]([CH2:7][C:6]6[CH:5]=[CH:4][C:3]([O:2][CH3:1])=[CH:40][CH:39]=6)[CH2:30][C:31]6[CH:32]=[CH:33][C:34]([O:37][CH3:38])=[CH:35][CH:36]=6)=[N:14][CH:13]=5)[C:16]=4[CH2:29][CH2:28]3)=[CH:60][CH:61]=2)[CH2:50][CH2:49]1)=[O:47])([CH3:44])([CH3:42])[CH3:43]. Procedure: Using bis-(4-methoxy-benzyl)-[5-(2-morpholin-4-yl-6,7-dihydro-5H-pyrrolo[2,3-d]pyrimidin-4-yl)-pyrimidin-2-yl]-amine (150 mg) and 4-[2-(4-bromo-phenyl)-acetyl]-piperazine-1-carboxylic acid tert-butyl ester (132 mg) instead of 4-chloropicolinic acid t-butylamide, in the same manner as Example 1-D-07, a crude product of 4-{2-[4-(4-{2-[bis-(4-methoxy-benzyl)-amino]-pyrimidin-5-yl}-2-morpholin-4-yl-5,6-dihydro-pyrrolo[2,3-d]pyrimidin-7-yl)-phenyl]-acetyl}-piperazine-1-carboxylic acid tert-butyl este...